This data is from the Open Reaction Database (ORD), a public repository of structured organic reaction records. The task is: describe an organic reaction: reactants, conditions, products, and yield The reactants are OC1=C(C=O)C=CC(=C1)OC (2-hydroxy-4-methoxybenzaldehyde), C(CC(=O)C)(=O)OCC (ethyl acetoacetate). Reagents/catalysts: N1CCCCC1 (piperidine). Product: C(C)(=O)C=1C(OC2=CC(=CC=C2C1)OC)=O (3-acetyl-7-methoxycoumarin). As a reaction SMILES: [OH:1][C:2]1[CH:9]=[C:8]([O:10][CH3:11])[CH:7]=[CH:6][C:3]=1[CH:4]=O.[C:12](OCC)(=[O:17])[CH2:13][C:14]([CH3:16])=[O:15]>N1CCCCC1>[C:14]([C:13]1[C:12](=[O:17])[O:1][C:2]2[C:3]([CH:4]=1)=[CH:6][CH:7]=[C:8]([O:10][CH3:11])[CH:9]=2)(=[O:15])[CH3:16]. Procedure: A mixture of 15.2 g 2-hydroxy-4-methoxybenzaldehyde and 13.5 g ethyl acetoacetate was warmed on a hot plate until solution was attained. Thirty drops of piperidine were added and the reaction mixture continued to be heated gently. After several minutes the reaction mixture solidified. After cooling, the product was recrystallized from a mixture of alcohol and acetonitrile. Yield 20 g. The reactants are CCO, ClC(Cl)Cl, CCOC(=O)c1[nH]nnc1C(=O)c1ccc(Cl)cc1[N+](=O)[O-]. Yields the product CCOC(=O)c1[nH]nnc1C(=O)c1ccc(Cl)cc1N. Reaction SMILES: [CH3:23][CH2:24][OH:25].[CH:26]([Cl:27])([Cl:28])[Cl:29].[Cl:1][c:2]1[cH:3][c:4]([N+:20]([O-:21])=[O:22])[c:5]([C:6](=[O:7])[c:8]2[n:9][n:10][nH:11][c:12]2[C:13](=[O:14])[O:15][CH2:16][CH3:17])[cH:18][cH:19]1>>[Cl:1][c:2]1[cH:3][c:4]([NH2:20])[c:5]([C:6](=[O:7])[c:8]2[n:9][n:10][nH:11][c:12]2[C:13](=[O:14])[O:15][CH2:16][CH3:17])[cH:18][cH:19]1. Reactants: COC([C@H]1NCCC1)=O (L-proline methyl ester), C1(CCCCC1)N=C=NC1CCCCC1 (N,N'-dicyclohexylcarbodiimide), ice, OC=1C(=C(C=CC1C(=O)O)C)[N+](=O)[O-] (3-hydroxy-2-nitro-p-toluic acid), ClCCl (dichloromethane). Run in CN(C)C=O (N,N'-dimethylformamide). Run at time 1 hour. The product is COC([C@H]1N(CCC1)C1=C(C(=C(C=C1)C)[N+](=O)[O-])O)=O (1-(3-hydroxy-2-nitro-p-toluyl)-L-proline methyl ester). Yield: 91.3%. RXN SMILES: [CH3:1][O:2][C:3](=[O:9])[C@@H:4]1[CH2:8][CH2:7][CH2:6][NH:5]1.C1(N=C=NC2CCCCC2)CCCCC1.[OH:25][C:26]1[C:27]([N+:36]([O-:38])=[O:37])=[C:28]([CH3:35])[CH:29]=[CH:30][C:31]=1C(O)=O.ClCCl>CN(C=O)C>[CH3:1][O:2][C:3](=[O:9])[C@@H:4]1[CH2:8][CH2:7][CH2:6][N:5]1[C:31]1[CH:30]=[CH:29][C:28]([CH3:35])=[C:27]([N+:36]([O-:38])=[O:37])[C:26]=1[OH:25]. Procedure details: 16.5 g of L-proline methyl ester and 27.2 g of N,N'-dicyclohexylcarbodiimide were successively added to an ice-cooled and constantly stirred solution of 25.2 g of 3-hydroxy-2-nitro-p-toluic acid dissolved in a mixture consisting of 480 ml of dichloromethane and 43 ml of N,N'-dimethylformamide. The whole mixture was stirred at ice-cooled temperature for 1 hour and then at room temperature for 1 hour. After the reaction, the separated crystalline precipitate was filtered off, and the filtrate was ...